Dataset: the Open Reaction Database (ORD), a public repository of structured organic reaction records. Task: describe an organic reaction: reactants, conditions, products, and yield Starting materials: C(C1=CC=CC=C1)OC1=C(C=C(C=C1)CCC(=O)C1CCCC1)Cl (3-[4-(benzyloxy)-3-chlorophenyl]-1-cyclopentylpropan-1-one). The reagents and catalysts are [Pd] (palladium-on-carbon). The solvent is C(C)(=O)OCC (ethyl acetate). Conditions: time 4 hour. The product is ClC=1C=C(C=CC1O)CCC(=O)C1CCCC1 (3-(3-Chloro-4-hydroxyphenyl)-1-cyclopentylpropan-1-one). Yield: 62.2%. Reaction SMILES: C([O:8][C:9]1[CH:14]=[CH:13][C:12]([CH2:15][CH2:16][C:17]([CH:19]2[CH2:23][CH2:22][CH2:21][CH2:20]2)=[O:18])=[CH:11][C:10]=1[Cl:24])C1C=CC=CC=1>C(OCC)(=O)C.[Pd]>[Cl:24][C:10]1[CH:11]=[C:12]([CH2:15][CH2:16][C:17]([CH:19]2[CH2:23][CH2:22][CH2:21][CH2:20]2)=[O:18])[CH:13]=[CH:14][C:9]=1[OH:8]. Procedure details: A mixture of 3-[4-(benzyloxy)-3-chlorophenyl]-1-cyclopentylpropan-1-one (48 g, 0.140 mole), from Step 1, and 10% palladium-on-carbon (11.52 g of 50 wt % wet, 0.005 mol, 3.5 mole %) in ethyl acetate (500 mL) was degassed and purged with hydrogen three times. The reaction was stirred with 1 atm H2 for 4 h, resulting in complete conversion. The mixture was filtered through a fine fritted glass funnel and the filtrate concentrated in vacuo, affording a yellow oil which crystallized on cooling. This ...